This data is from the Open Reaction Database (ORD), a public repository of structured organic reaction records. The task is: describe an organic reaction: reactants, conditions, products, and yield The reactants are C(C)(C)(C)OC(=O)N1[C@@H](CN([C@H](C1)CN1N=CC=C1)CC1=CC=CC=C1)C ((2R,5R)-4-Benzyl-2-methyl-5-pyrazol-1-ylmethyl-piperazine-1-carboxylic acid tert-butyl ester), crude product. The reagents and catalysts are [Pd] (palladium on carbon). Solvent: CO (methanol). Product: C(C)(C)(C)OC(=O)N1[C@@H](CN[C@H](C1)CN1N=CC=C1)C ((2R,5R)-2-Methyl-5-pyrazol-1-ylmethyl-piperazine-1-carboxylic acid tert-butyl ester). Yield: 115.2%. RXN SMILES: [C:1]([O:5][C:6]([N:8]1[CH2:13][C@H:12]([CH2:14][N:15]2[CH:19]=[CH:18][CH:17]=[N:16]2)[N:11](CC2C=CC=CC=2)[CH2:10][C@H:9]1[CH3:27])=[O:7])([CH3:4])([CH3:3])[CH3:2]>[Pd].CO>[C:1]([O:5][C:6]([N:8]1[CH2:13][C@H:12]([CH2:14][N:15]2[CH:19]=[CH:18][CH:17]=[N:16]2)[NH:11][CH2:10][C@H:9]1[CH3:27])=[O:7])([CH3:4])([CH3:2])[CH3:3]. Procedure: (2R,5R)-4-Benzyl-2-methyl-5-pyrazol-1-ylmethyl-piperazine-1-carboxylic acid tert-butyl ester (0.24 g, 0.65 mmol) was hydrogenated over 10% palladium on carbon at 4 bar using a similar procedure to that described in Preparation 209. The crude product was dissolved in methanol and solvent re-evaporated and residue dried in vacuo at 40° C. for 6 h to give the title compound (0.21 g). MS: [M+H]+=281. Procedure details: NMM (0.4 g, 4 mmol) and isobutylchloroformate (0.53 g, 4 mmol) are added to the obtained solution, cooled to -15° C. and kept under nitrogen atmosphere and, two minutes later, a DMF solution of Lys(Boc)-PheNH2 (1.6 g, 4 mmol), obtained by cleavage of the benzyloxycarbonyl group from Z-Lys(Boc)-PheNH2 through catalytic hydrogenation over 10% Pd-on-carbon, is added. Run at temperature -15 celsius, time 2 minute. Starting materials: N([C@@H](CCCCNC(=O)OC(C)(C)C)C(=O)N[C@@H](CC1=CC=CC=C1)C(=O)N)C(=O)OCC1=CC=CC=C1 (Z-Lys(Boc)-PheNH2), Pd on-carbon, CN1CCOCC1 (NMM), C(C(C)C)OC(=O)Cl (isobutylchloroformate). The product is N[C@@H](CCCCNC(=O)OC(C)(C)C)C(=O)N[C@@H](CC1=CC=CC=C1)C(=O)N (Lys(Boc)-PheNH2). As a reaction SMILES: CN1CCOCC1.C(OC(Cl)=O)C(C)C.[NH:16](C(OCC1C=CC=CC=1)=O)[C@H:17]([C:30]([NH:32][C@H:33]([C:41]([NH2:43])=[O:42])[CH2:34][C:35]1[CH:40]=[CH:39][CH:38]=[CH:37][CH:36]=1)=[O:31])[CH2:18][CH2:19][CH2:20][CH2:21][NH:22][C:23]([O:25][C:26]([CH3:29])([CH3:28])[CH3:27])=[O:24]>CN(C=O)C>[NH2:16][C@H:17]([C:30]([NH:32][C@H:33]([C:41]([NH2:43])=[O:42])[CH2:34][C:35]1[CH:36]=[CH:37][CH:38]=[CH:39][CH:40]=1)=[O:31])[CH2:18][CH2:19][CH2:20][CH2:21][NH:22][C:23]([O:25][C:26]([CH3:28])([CH3:27])[CH3:29])=[O:24]. Solvent: CN(C)C=O (DMF). The reactants are C(C)(=O)OC1C2C(C=3C4(CC(CC3C(C2C(C2=CC=CC=C12)OC(C)=O)=O)C(=O)OC)SCCS4)=O (methyl rac-1',2',3',4',5',5a',6',11',11a',12'-decahydro-6',11'-diacetoxy-5',12'-dioxospiro[1,3-dithiolane-2,4'-naphthacene]-2'-carboxylate), [OH-].[Na+] (sodium hydroxide). Run in CO (methanol), O (water). Reaction conditions: temperature 20 celsius, time 1.5 hour. Product: O=C1C=2C3(CC(CC2C(C2=CC4=CC=CC=C4C=C12)=O)C(=O)OC)SCCS3 (methyl rac-1',2',3',4',5',12'-hexahydro-5',12'-dioxospiro[1,3-dithiolane-2,4'-naphthacene]-2'-carboxylate). Yield: 73.1%. RXN SMILES: C(O[CH:5]1[C:22]2[C:17](=[CH:18][CH:19]=[CH:20][CH:21]=2)[CH:16](OC(=O)C)[CH:15]2[CH:6]1[C:7](=[O:36])[C:8]1[C:9]3([S:35][CH2:34][CH2:33][S:32]3)[CH2:10][CH:11]([C:28]([O:30][CH3:31])=[O:29])[CH2:12][C:13]=1[C:14]2=[O:27])(=O)C.[OH-].[Na+]>CO.O>[O:36]=[C:7]1[C:6]2[C:15](=[CH:16][C:17]3[C:22]([CH:5]=2)=[CH:21][CH:20]=[CH:19][CH:18]=3)[C:14](=[O:27])[C:13]2[CH2:12][CH:11]([C:28]([O:30][CH3:31])=[O:29])[CH2:10][C:9]3([S:32][CH2:33][CH2:34][S:35]3)[C:8]1=2 |f:1.2|. Procedure details: A mixture of 26.5 mg (0.05 mmol) of methyl rac-1',2',3',4',5',5a',6',11',11a',12'-decahydro-6',11'-diacetoxy-5',12'-dioxospiro[1,3-dithiolane-2,4'-naphthacene]-2'-carboxylate and 5 mg (0.125 mmol) of sodium hydroxide in 2 ml of methanol was stirred at 20° C. for 1.5 hours. The mixture was then diluted with 10 ml of water and extracted with two 10 ml portions of dichloromethane. The combined dichloromethane extracts were washed with 10 ml of water, dried over magnesium sulphate and evaporated to ... The reactants are CC(C)(C)OC(=O)NC(CC(=O)OCc1ccccc1)C(=O)Nc1cccnc1, C1CCOC1. The product is CC(C)(C)OC(=O)NC(CC(=O)O)C(=O)Nc1cccnc1. Reaction SMILES: [CH2:1]([c:2]1[cH:3][cH:4][cH:5][cH:6][cH:7]1)[O:8][C:9]([CH2:10][CH:11]([C:12](=[O:13])[NH:14][c:15]1[cH:16][n:17][cH:18][cH:19][cH:20]1)[NH:21][C:22](=[O:23])[O:24][C:25]([CH3:26])([CH3:27])[CH3:28])=[O:29].[O:30]1[CH2:31][CH2:32][CH2:33][CH2:34]1>>[O:8]=[C:9]([CH2:10][CH:11]([C:12](=[O:13])[NH:14][c:15]1[cH:16][n:17][cH:18][cH:19][cH:20]1)[NH:21][C:22](=[O:23])[O:24][C:25]([CH3:26])([CH3:27])[CH3:28])[OH:29]. Reactants: ClCCl, C=C1CCC(CO)(CO)CC1, Cc1ccc(S(=O)(=O)Cl)cc1, c1ccncc1. Product: C=C1CCC(CO)(COS(=O)(=O)c2ccc(C)cc2)CC1. RXN SMILES: [Cl:29][CH2:30][Cl:31].[OH:1][CH2:2][C:3]1([CH2:10][OH:11])[CH2:4][CH2:5][C:6](=[CH2:9])[CH2:7][CH2:8]1.[c:18]1([CH3:28])[cH:19][cH:20][c:21]([S:24](=[O:25])(=[O:26])[Cl:27])[cH:22][cH:23]1.[cH:12]1[cH:13][cH:14][n:15][cH:16][cH:17]1>>[O:1]([CH2:2][C:3]1([CH2:10][OH:11])[CH2:4][CH2:5][C:6](=[CH2:9])[CH2:7][CH2:8]1)[S:24]([c:21]1[cH:20][cH:19][c:18]([CH3:28])[cH:23][cH:22]1)(=[O:25])=[O:26]. Starting materials: C(C)(C)(C)OC(=O)N1[C@H](C[C@H](C1)O)C(=O)OC ((2R,4R)-1-t-butoxycarbonyl-4-hydroxy-2-methoxycarbonylpyrrolidine), C(=O)O (formic acid), C1(=CC=CC=C1)P(C1=CC=CC=C1)C1=CC=CC=C1 (triphenylphosphine), N(=NC(=O)OCC)C(=O)OCC (diethyl azodicarboxylate). Run in O1CCCC1 (tetrahydrofuran). Conditions: time 30 minute. Yields the product C(C)(C)(C)OC(=O)N1[C@H](C[C@@H](C1)OC=O)C(=O)OC ((2R,4S)-1-t-butoxycarbonyl-4-formyloxy-2-methoxycarbonylpyrrolidine). Yield: 79.4%. Reaction SMILES: [C:1]([O:5][C:6]([N:8]1[CH2:12][C@H:11]([OH:13])[CH2:10][C@@H:9]1[C:14]([O:16][CH3:17])=[O:15])=[O:7])([CH3:4])([CH3:3])[CH3:2].[CH:18](O)=[O:19].C1(P(C2C=CC=CC=2)C2C=CC=CC=2)C=CC=CC=1.N(C(OCC)=O)=NC(OCC)=O>O1CCCC1>[C:1]([O:5][C:6]([N:8]1[CH2:12][C@@H:11]([O:13][CH:18]=[O:19])[CH2:10][C@@H:9]1[C:14]([O:16][CH3:17])=[O:15])=[O:7])([CH3:4])([CH3:3])[CH3:2]. Procedure: To a solution of (2R,4R)-1-t-butoxycarbonyl-4-hydroxy-2-methoxycarbonylpyrrolidine (2.45 g: 10 mmole) in tetrahydrofuran (10 ml), formic acid (453 μl: 12 mmole), triphenylphosphine (3.15 g: 12 mmole), and diethyl azodicarboxylate (1.89 ml: 12 mmole) are successively is added in a nitrogen atmosphere under ice cooling. The mixture is stirred for 30 minutes at the same temperature to give (2R,4S)-1-t-butoxycarbonyl-4-formyloxy-2-methoxycarbonylpyrrolidine (2.17 g). Yield: 79%. Colorless oil. NMR δ...